This data is from the Open Reaction Database (ORD), a public repository of structured organic reaction records. The task is: describe an organic reaction: reactants, conditions, products, and yield The product is O=C(c1cc(C(F)(F)F)cc(C(F)(F)F)c1)N1CCN(CCCc2ccccc2)CC1Cc1c[nH]c2ccccc12. Reactants: BrCCCc1ccccc1, O=C([O-])[O-], CN(C)C=O, ClCCl, O=C(c1cc(C(F)(F)F)cc(C(F)(F)F)c1)N1CCNCC1Cc1c[nH]c2ccccc12, [K+], [K+], O. RXN SMILES: [Br:33][CH2:34][CH2:35][CH2:36][c:37]1[cH:38][cH:39][cH:40][cH:41][cH:42]1.[C:43](=[O:44])([O-:45])[O-:46].[CH3:50][N:51]([CH3:52])[CH:53]=[O:54].[Cl:55][CH2:56][Cl:57].[F:1][C:2]([c:3]1[cH:4][c:5]([C:6](=[O:7])[N:8]2[CH:9]([CH2:14][c:15]3[cH:16][nH:17][c:18]4[cH:19][cH:20][cH:21][cH:22][c:23]34)[CH2:10][NH:11][CH2:12][CH2:13]2)[cH:24][c:25]([C:27]([F:28])([F:29])[F:30])[cH:26]1)([F:31])[F:32].[K+:47].[K+:48].[OH2:49]>>[F:1][C:2]([c:3]1[cH:4][c:5]([C:6](=[O:7])[N:8]2[CH:9]([CH2:14][c:15]3[cH:16][nH:17][c:18]4[cH:19][cH:20][cH:21][cH:22][c:23]34)[CH2:10][N:11]([CH2:34][CH2:35][CH2:36][c:37]3[cH:38][cH:39][cH:40][cH:41][cH:42]3)[CH2:12][CH2:13]2)[cH:24][c:25]([C:27]([F:28])([F:29])[F:30])[cH:26]1)([F:31])[F:32].